From a dataset of the Open Reaction Database (ORD), a public repository of structured organic reaction records. describe an organic reaction: reactants, conditions, products, and yield Starting materials: ClCCl (dichloromethane), C(#N)C=1C=C(C=CC1F)C(C(=O)OC(C)(C)C)C (tert-butyl 2-(3-cyano-4-fluorophenyl)propanoate), ClC1=CC=C(CCNC(C2=CC=C(C=C2)O)=O)C=C1 (N-(4-chlorophenethyl)-4-hydroxybenzamide), C([O-])([O-])=O.[K+].[K+] (potassium carbonate). Run in CS(=O)C (DMSO). Reaction conditions: temperature 95 celsius, time 1 day. Product: ClC1=C(CCNC(=O)C2=CC=C(OC3=C(C=C(C=C3)C(C(=O)OC(C)(C)C)C)C#N)C=C2)C=CC(=C1)Cl (tert-butyl 2-(4-(4-((2,4-dichlorophenethyl)carbamoyl)phenoxy)-3-cyanophenyl)propanoate). RXN SMILES: [C:1]([C:3]1[CH:4]=[C:5]([CH:10]([CH3:18])[C:11]([O:13][C:14]([CH3:17])([CH3:16])[CH3:15])=[O:12])[CH:6]=[CH:7][C:8]=1F)#[N:2].[Cl:19][C:20]1[CH:37]=[CH:36][C:23]([CH2:24][CH2:25][NH:26][C:27](=[O:35])[C:28]2[CH:33]=[CH:32][C:31]([OH:34])=[CH:30][CH:29]=2)=[CH:22][CH:21]=1.C(=O)([O-])[O-].[K+].[K+].[Cl:44]CCl>CS(C)=O>[Cl:44][C:22]1[CH:21]=[C:20]([Cl:19])[CH:37]=[CH:36][C:23]=1[CH2:24][CH2:25][NH:26][C:27]([C:28]1[CH:33]=[CH:32][C:31]([O:34][C:8]2[CH:7]=[CH:6][C:5]([CH:10]([CH3:18])[C:11]([O:13][C:14]([CH3:17])([CH3:16])[CH3:15])=[O:12])=[CH:4][C:3]=2[C:1]#[N:2])=[CH:30][CH:29]=1)=[O:35] |f:2.3.4|. Procedure: A flask was charged with tert-butyl 2-(3-cyano-4-fluorophenyl)propanoate (0.07 g), N-(4-chlorophenethyl)-4-hydroxybenzamide (0.105 g), and potassium carbonate (0.047 g) in 1 ml of DMSO and stirred at 95° C. for one day. The reaction was taken up in dichloromethane and washed with water. The organic layer was collected, dried over MgSO4, filtered, and concentrated. The crude material was purified by silica gel chromatography, eluting with a solvent system of 5%-80% ethyl acetate/hexanes gave tert... Starting materials: COC(=O)c1scc(Cl)c1NC(C)=O, CO, Cl. RXN SMILES: [C:1](=[O:2])([CH3:3])[NH:4][c:5]1[c:6]([C:11](=[O:12])[O:13][CH3:14])[s:7][cH:8][c:9]1[Cl:10].[CH3:15][OH:16].[ClH:17]>>[NH2:4][c:5]1[c:6]([C:11](=[O:12])[O:13][CH3:14])[s:7][cH:8][c:9]1[Cl:10]. Yields the product COC(=O)c1scc(Cl)c1N.